Dataset: the Open Reaction Database (ORD), a public repository of structured organic reaction records. Task: describe an organic reaction: reactants, conditions, products, and yield Reaction conditions: temperature 150 celsius. Reported procedure: A sealed tube containing ammonium acetate (12.7 g) and 6,7-dimethyl-4-phenoxy-1-(2-phenoxyethyl)-1H-imidazo[4,5-c]pyridine (1.27 g) from Part E was heated to 150° C. for 36 hours. HPLC and TLC analysis indicated that the reaction was complete. The reaction was allowed to cool to room temperature. The resulting reaction mixture was then dissolved in dichloromethane (DCM) and washed with 20% aqueous sodium hydroxide. The basic layer was washed with DCM and the combined organic layers were dried wi... Reactants: C(C)(=O)[O-].[NH4+] (ammonium acetate), CC1=C(C2=C(C(=N1)OC1=CC=CC=C1)N=CN2CCOC2=CC=CC=C2)C (6,7-dimethyl-4-phenoxy-1-(2-phenoxyethyl)-1H-imidazo[4,5-c]pyridine). Product: CC1=C(C2=C(C(=N1)N)N=CN2CCOC2=CC=CC=C2)C (6,7-dimethyl-1-(2-phenoxyethyl)-1H-imidazo[4,5-c]pyridin-4-amine). Run in ClCCl (dichloromethane). Reaction SMILES: C([O-])(=O)C.[NH4+:5].[CH3:6][C:7]1[N:12]=[C:11](OC2C=CC=CC=2)[C:10]2[N:20]=[CH:21][N:22]([CH2:23][CH2:24][O:25][C:26]3[CH:31]=[CH:30][CH:29]=[CH:28][CH:27]=3)[C:9]=2[C:8]=1[CH3:32]>ClCCl>[CH3:6][C:7]1[N:12]=[C:11]([NH2:5])[C:10]2[N:20]=[CH:21][N:22]([CH2:23][CH2:24][O:25][C:26]3[CH:31]=[CH:30][CH:29]=[CH:28][CH:27]=3)[C:9]=2[C:8]=1[CH3:32] |f:0.1|.